Dataset: the Open Reaction Database (ORD), a public repository of structured organic reaction records. Task: describe an organic reaction: reactants, conditions, products, and yield The reactants are FC=1C=C(C=CC1O)C1=CC(=C(C=C1)OCCCCCCCC)F (3,3'-difluoro-4-hydroxy-4'-octyloxybiphenyl), C(C)C1CC(C1)C(=O)Cl (3-ethylcyclobutanecarboxylic acid chloride), C(CCCCCCC)C1CC(C1)C(=O)Cl (3-octylcyclobutanecarboxylic acid chloride). Product: C(C)C1CC(C1)C(=O)OC1=C(C=C(C=C1)C1=CC(=C(C=C1)OCCCCCCCC)F)F (3,3'-difluoro-4-octyloxybiphenyl-4'-yl 3-ethylcyclobutanecarboxylate). Yield: 70.2%. Reaction SMILES: [F:1][C:2]1[CH:3]=[C:4]([C:9]2[CH:14]=[CH:13][C:12]([O:15][CH2:16][CH2:17][CH2:18][CH2:19][CH2:20][CH2:21][CH2:22][CH3:23])=[C:11]([F:24])[CH:10]=2)[CH:5]=[CH:6][C:7]=1[OH:8].[CH2:25]([CH:27]1[CH2:30][CH:29]([C:31](Cl)=[O:32])[CH2:28]1)[CH3:26].C(C1CC(C(Cl)=O)C1)CCCCCCC>>[CH2:25]([CH:27]1[CH2:30][CH:29]([C:31]([O:8][C:7]2[CH:6]=[CH:5][C:4]([C:9]3[CH:14]=[CH:13][C:12]([O:15][CH2:16][CH2:17][CH2:18][CH2:19][CH2:20][CH2:21][CH2:22][CH3:23])=[C:11]([F:24])[CH:10]=3)=[CH:3][C:2]=2[F:1])=[O:32])[CH2:28]1)[CH3:26]. Procedure: Except that 0.60 g of 3,3'-difluoro-4-hydroxy-4'-octyloxybiphenyl obtained in Example 5-(c) was used in place of 0.7 g of the crude 3,3'-difluoro-4-hydroxy-4'-decyloxybiphenyl and 0.3 g of 3-ethylcyclobutanecarboxylic acid chloride obtained in Example 13-(d) in place of 0.5 g of the 3-octylcyclobutanecarboxylic acid chloride used in Example 9-(g) and purification was carried out by way of column chromatography on silica gel (eluent: hexane/benzene=4/1), the operation was performed in the same ma... Yield: 59.0%. As a reaction SMILES: [N+:1]([C:4]1[CH:9]=[C:8]([C:10]([F:13])([F:12])[F:11])[CH:7]=[CH:6][C:5]=1[N:14]1[C:23](=[O:24])[C:22]2[CH:25]=[CH:26][CH:27]=[C:20]3[C:21]=2[C:16](=[CH:17][CH:18]=[CH:19]3)[C:15]1=O)([O-])=O.[H][H]>[Pd].C(O)(=O)C>[F:13][C:10]([F:12])([F:11])[C:8]1[CH:7]=[CH:6][C:5]2[N:14]3[C:23](=[O:24])[C:22]4=[CH:25][CH:26]=[CH:27][C:20]5[C:21]4=[C:16]([CH:17]=[CH:18][CH:19]=5)[C:15]3=[N:1][C:4]=2[CH:9]=1. The reagents and catalysts are [Pd] (palladium-on-carbon). Procedure: 2-[2-nitro-4-(trifluoromethyl)phenyl]-1H-benz[de]isoquinoline-1,3(2H)-dione, 134.3 g. (0.347 m.), was hydrogenated at 55° C. in 600 ml. of glacial acetic acid with 15 g. of palladium-on-carbon (5 percent) at 60 psi. The temperature rose to about 100° C., and after 1.5 hours, three equivalents of hydrogen were absorbed with the temperature returning to room temperature. The reaction mixture was heated to boiling and filtered to remove the catalyst. Upon cooling, the precipitated product was colle... The reactants are [N+](=O)([O-])C1=C(C=CC(=C1)C(F)(F)F)N1C(C2=CC=CC=3C2=C(C1=O)C=CC3)=O (2-[2-nitro-4-(trifluoromethyl)phenyl]-1H-benz[de]isoquinoline-1,3(2H)-dione), [H][H] (hydrogen). Solvent: C(C)(=O)O (acetic acid). Yields the product FC(C1=CC2=C(C=C1)N1C(C=3C=CC=C4C3C(C1=O)=CC=C4)=N2)(F)F (11-(trifluoromethyl)-7H-benzimidazo[2,1-a]benz[de]isoquinoline-7-one). Run at time 1.5 hour. Reactants: C(C)(C)N(C(CC(O)C1=CC=CC=C1)=O)C(C)C (N,N-diisopropyl-3-phenyl-3-hydroxy-propionamide), [OH-].[Na+] (NaOH), C1=CC(=CC=C1O)C (p-cresol), polyphosphoric acid. Run in ice water, C1(=CC=CC=C1)C (toluene). Run at time 5 hour. Yields the product OC1=C(C=C(C=C1)C)C(CC(=O)N(C(C)C)C(C)C)C1=CC=CC=C1 (3-(2-hydroxy-5-methyl-phenyl)-N,N-diisopropyl-3-phenyl-propionamide). Isolated yield 34.5%. As a reaction SMILES: [CH:1]([N:4]([CH:16]([CH3:18])[CH3:17])[C:5](=[O:15])[CH2:6][CH:7]([C:9]1[CH:14]=[CH:13][CH:12]=[CH:11][CH:10]=1)O)([CH3:3])[CH3:2].[CH:19]1[C:24]([OH:25])=[CH:23][CH:22]=[C:21]([CH3:26])[CH:20]=1.[OH-].[Na+]>C1(C)C=CC=CC=1>[OH:25][C:24]1[CH:23]=[CH:22][C:21]([CH3:26])=[CH:20][C:19]=1[CH:7]([C:9]1[CH:10]=[CH:11][CH:12]=[CH:13][CH:14]=1)[CH2:6][C:5]([N:4]([CH:16]([CH3:18])[CH3:17])[CH:1]([CH3:2])[CH3:3])=[O:15] |f:2.3|. Procedure: A three-necked round-bottom flask equipped with condenser, mechanical stirrer, thermometer, is loaded with N,N-diisopropyl-3-phenyl-3-hydroxy-propionamide (1.0 g; 0.0041 mol), p-cresol (0.48 g; 0.0044 mol) and polyphosphoric acid (16.5 g). After five hours under stirring at room temperature the reaction is completed. The reaction mixture is poured in ice/water (10 g), alkalinized to pH 9-10 with NaOH 50% w/w and left under stirring for 30 minutes, then diluted with toluene (30 ml). The phases ar... Reactants: [C@H](C)(CC)[C@@H]1N=C(OC1)C (4(S,S)-sec.-butyl-2-methyloxazoline), CN(CCN(C)C)C (N,N,N',N'-tetramethylethylenediamine), solution, C(CCC)[Li] (n-butyllithium), C(=O)(OC(C)(C)C)N1C(OC([C@@H]1CC1CCCCC1)CI)(C)C (3-Boc-4(S)-cyclohexylmethyl-2,2-dimethyl-5(R,S)-iodomethyloxazolidine), C(=O)(O)[O-].[Na+] (NaHCO3). The solvent is C1CCOC1 (THF), CCCCCC (hexane), C1CCOC1 (THF). Reaction conditions: time 30 minute. The product is C(=O)(OC(C)(C)C)N1C(OC([C@@H]1CC1CCCCC1)CCC=1OC[C@@H](N1)[C@@H](C)CC)(C)C (3-Boc-4(S)-Cyclohexylmethyl-2,2-dimethyl-5(R,S)-[2-(4(S,S)-sec.-butyloxazolin-2-yl)ethyl]oxazolidine). RXN SMILES: [C@@H:1]([C@H:5]1[CH2:9][O:8][C:7]([CH3:10])=[N:6]1)([CH2:3][CH3:4])[CH3:2].CN(C)CCN(C)C.C([Li])CCC.[C:24]([N:31]1[C@@H:35]([CH2:36][CH:37]2[CH2:42][CH2:41][CH2:40][CH2:39][CH2:38]2)[CH:34]([CH2:43]I)[O:33][C:32]1([CH3:46])[CH3:45])([O:26][C:27]([CH3:30])([CH3:29])[CH3:28])=[O:25].C([O-])(O)=O.[Na+]>C1COCC1.CCCCCC>[C:24]([N:31]1[C@@H:35]([CH2:36][CH:37]2[CH2:42][CH2:41][CH2:40][CH2:39][CH2:38]2)[CH:34]([CH2:43][CH2:10][C:7]2[O:8][CH2:9][C@H:5]([C@H:1]([CH2:3][CH3:4])[CH3:2])[N:6]=2)[O:33][C:32]1([CH3:45])[CH3:46])([O:26][C:27]([CH3:29])([CH3:30])[CH3:28])=[O:25] |f:4.5|. Reported procedure: 3.76 g of 4(S,S)-sec.-butyl-2-methyloxazoline and 4.0 ml of N,N,N',N'-tetramethylethylenediamine are dissolved in 100 ml of THF and, at -78° C., added dropwise to 14.9 ml of a 1.6M solution of n-butyllithium in hexane are added dropwise. The mixture is stirred at this temperature for 30 min and then 1.15 g of 3-Boc-4(S)-cyclohexylmethyl-2,2-dimethyl-5(R,S)-iodomethyloxazolidine in 10 ml of THF are added dropwise. The reaction solution is stirred at R.T. for 1 h and is poured into 200 ml of satur... Product: Cl.ClC1=C(O[C@H]2[C@@H](CN(C2)CC)O)C=CC=C1 (Trans-4-(2-chlorophenoxy)-1-ethyl-3-pyrrolidinol Hydrochloride). RXN SMILES: [CH2:1]([N:3]1[CH2:7][CH:6]2[O:8][CH:5]2[CH2:4]1)[CH3:2].[Cl:9][C:10]1[CH:15]=[CH:14][CH:13]=[CH:12][C:11]=1[OH:16].Cl>Cl.C(Cl)Cl>[ClH:9].[Cl:9][C:10]1[CH:15]=[CH:14][CH:13]=[CH:12][C:11]=1[O:16][C@@H:6]1[CH2:7][N:3]([CH2:1][CH3:2])[CH2:4][C@H:5]1[OH:8] |f:5.6|. Reagents/catalysts: Cl (hydrochloric acid). Reactants: C(C)N1CC2C(C1)O2 (1-ethyl-3,4-epoxypyrrolidine), ClC1=C(C=CC=C1)O (o-chlorophenol), Cl (hydrochloride), oil. Reported procedure: A mixture of 17.0 g. (0.15 mole) of 1-ethyl-3,4-epoxypyrrolidine, 20.5 g. (0.16 mole) of o-chlorophenol and 3 drops concentrated hydrochloric acid was heated on a steam both overnight. The oil was dissolved in methylene chloride and washed with three 50-ml. portions of 5% sodium hydroxide and one 50-ml. portion of water. The methylene chloride solution was dried over anhydrous sodium sulfate, concentrated and chromatographed on silica gel to give 8.9 g. (25%) of an oil as residue. The oil was co... The solvent is C(Cl)Cl (methylene chloride). Starting materials: C(C1=CC=CC=C1)(=O)C1=CC=C(NS(=O)(=O)C)C=C1 (4'-Benzoylmethanesulfonanilide), C([O-])([O-])=O.[K+].[K+] (Potassium carbonate), CCN(CC)CCCl (2-chlorotriethylamine). Solvent: C(C)#N (acetonitrile). Conditions: time 16 hour. Product: C(C1=CC=CC=C1)(=O)C1=CC=C(N(S(=O)(=O)C)CCN(CC)CC)C=C1 (4'-Benzoyl-N-(2-diethylaminoethyl)methanesulfonanilide). The yield is 95.0%. As a reaction SMILES: [C:1]([C:9]1[CH:19]=[CH:18][C:12]([NH:13][S:14]([CH3:17])(=[O:16])=[O:15])=[CH:11][CH:10]=1)(=[O:8])[C:2]1[CH:7]=[CH:6][CH:5]=[CH:4][CH:3]=1.C(=O)([O-])[O-].[K+].[K+].[CH3:26][CH2:27][N:28]([CH2:31][CH2:32]Cl)[CH2:29][CH3:30]>C(#N)C>[C:1]([C:9]1[CH:19]=[CH:18][C:12]([N:13]([CH2:26][CH2:27][N:28]([CH2:31][CH3:32])[CH2:29][CH3:30])[S:14]([CH3:17])(=[O:16])=[O:15])=[CH:11][CH:10]=1)(=[O:8])[C:2]1[CH:3]=[CH:4][CH:5]=[CH:6][CH:7]=1 |f:1.2.3|. Procedure: 4'-Benzoylmethanesulfonanilide (69.5 g., 0.252 mole) is dissolved in 1.4 1. of acetonitrile and heated to reflux. Potassium carbonate (35.0 g., 0.253 mole) is added followed by dropwise addition of 2-chlorotriethylamine (34.2 g., 0.252 mole) during 15 min. The reaction mixture is refluxed for 2 hrs. and then kept at room temperature for about 16 hrs. The mixture is filtered and the filtrate concentrated under vacuum. The resulting oil is dissolved in 3N HCl, the acidic solution washed with ethyl... The reactants are C(=O)NN (formic hydrazide), C(=O)O (formic acid), FC1=CC=C(C=C1)C1=CC(=C2C(=N1)C=CS2)N2CCC(CC2)C(=O)N (1-(5-(4-fluorophenyl)thieno[3,2-b]pyridin-7-yl)piperidine-4-carboxamide). The solvent is C(C)(=O)OCC (ethyl acetate), O(Cl)Cl.[P] (phosphorus oxochloride). The product is FC1=CC=C(C=C1)C1=CC(=C2C(=N1)C=CS2)N2CCC(CC2)C2=NNC=N2 (5-(4-fluorophenyl)-7-[4-(1H-1,2,4-triazol-3-yl)-1-piperidinyl]thieno[3,2-b]pyridine). Yield: 5.8%. As a reaction SMILES: [F:1][C:2]1[CH:7]=[CH:6][C:5]([C:8]2[N:13]=[C:12]3[CH:14]=[CH:15][S:16][C:11]3=[C:10]([N:17]3[CH2:22][CH2:21][CH:20]([C:23]([NH2:25])=O)[CH2:19][CH2:18]3)[CH:9]=2)=[CH:4][CH:3]=1.[CH:26]([NH:28][NH2:29])=O.C(O)=O>O(Cl)Cl.[P].C(OCC)(=O)C>[F:1][C:2]1[CH:7]=[CH:6][C:5]([C:8]2[N:13]=[C:12]3[CH:14]=[CH:15][S:16][C:11]3=[C:10]([N:17]3[CH2:22][CH2:21][CH:20]([C:23]4[N:25]=[CH:26][NH:28][N:29]=4)[CH2:19][CH2:18]3)[CH:9]=2)=[CH:4][CH:3]=1 |f:3.4|. Procedure details: A suspension of 1-(5-(4-fluorophenyl)thieno[3,2-b]pyridin-7-yl)piperidine-4-carboxamide (100 mg, 0.32 mmole) in phosphorus oxochloride (5 mL) is refluxed for about 30 minutes. After the excess phosphorus oxychloride is removed under vacuum, the residue is treated with ethyl acetate (5 mL), and ice-water (10 mL). The mixture is extracted with ethyl acetate (3×10 mL). The combined organic layers are washed with brine, dried over sodium fate, filtered, and concentrated. The residue is dissolved in ...